Dataset: the Open Reaction Database (ORD), a public repository of structured organic reaction records. Task: describe an organic reaction: reactants, conditions, products, and yield Reactants: ClC1=CC=C(C(=O)O)C=C1 (4-chlorobenzoic acid), N12CCCCCC2=NCCC1 (1,8-diazabicyclo[5.4.0]-undec-7-ene), O (Water), BrCCC(=C(F)F)F (4-bromo-1,1,2-trifluoro-1-butene). Solvent: C(C)#N (acetonitrile). Product: ClC1=CC=C(C(=O)OCCC(=C(F)F)F)C=C1 ((3,4,4-trifluoro-3-butenyl) 4-chlorobenzoate). The yield is 45.3%. Reaction SMILES: [Cl:1][C:2]1[CH:10]=[CH:9][C:5]([C:6]([OH:8])=[O:7])=[CH:4][CH:3]=1.N12CCCN=C1CCCCC2.Br[CH2:23][CH2:24][C:25]([F:29])=[C:26]([F:28])[F:27].O>C(#N)C>[Cl:1][C:2]1[CH:10]=[CH:9][C:5]([C:6]([O:8][CH2:23][CH2:24][C:25]([F:29])=[C:26]([F:28])[F:27])=[O:7])=[CH:4][CH:3]=1. Procedure details: To a stirred solution of 1.6 grams (0.01 mole) of 4-chlorobenzoic acid in 35 ml of acetonitrile was added 1.5 ml (0.01 mole) of 1,8-diazabicyclo[5.4.0]-undec-7-ene, followed by 1.9 grams (0.01 mole) of 4-bromo-1,1,2-trifluoro-1-butene. The reaction mixture was heated under reflux for four hours then allowed to cool to ambient temperature. Water, 25 ml, was added to the reaction mixture, and the reaction mixture was extracted with three 20 ml portions of diethyl ether. The combined extracts were ... The product is CC=1C=C(C=CC1OCC1=NC=CC=C1)NC1=NC=NC2=CC=CC(=C12)O[C@@H](CNC(C)=O)C (N-{(2R)-2-[(4-{[3-Methyl-4-(pyridin-2-ylmethoxy)phenyl]amino}quinazolin-5-yl)oxy]propyl}acetamide). RXN SMILES: Cl[CH2:2][C:3]1[CH:8]=[CH:7][CH:6]=[CH:5][N:4]=1.[OH:9][C:10]1[CH:15]=[CH:14][C:13]([NH:16][C:17]2[C:26]3[C:21](=[CH:22][CH:23]=[CH:24][C:25]=3[O:27][C@H:28]([CH3:34])[CH2:29][NH:30][C:31](=[O:33])[CH3:32])[N:20]=[CH:19][N:18]=2)=[CH:12][C:11]=1[CH3:35]>>[CH3:35][C:11]1[CH:12]=[C:13]([NH:16][C:17]2[C:26]3[C:21](=[CH:22][CH:23]=[CH:24][C:25]=3[O:27][C@H:28]([CH3:34])[CH2:29][NH:30][C:31](=[O:33])[CH3:32])[N:20]=[CH:19][N:18]=2)[CH:14]=[CH:15][C:10]=1[O:9][CH2:2][C:3]1[CH:8]=[CH:7][CH:6]=[CH:5][N:4]=1. Starting materials: ClCC1=NC=CC=C1 (2-(chloromethyl)pyridine), OC1=C(C=C(C=C1)NC1=NC=NC2=CC=CC(=C12)O[C@@H](CNC(C)=O)C)C (N-[(2R)-2-({4-[(4-hydroxy-3-methylphenyl)amino]quinazolin-5-yl}oxy)propyl]acetamide). The yield is 43.0%. Procedure: The procedure described in Example 3 was repeated using 2-(chloromethyl)pyridine and N-[(2R)-2-({4-[(4-hydroxy-3-methylphenyl)amino]quinazolin-5-yl}oxy)propyl]acetamide to give the title compound as a white solid in 43% yield; NMR spectrum (DMSO-d6) 1.41 (d, 3H), 1.77 (s, 3H), 2.27 (s, 3H), 3.41 (dt, 1H), 3.58 (dt, 1H), 4.87 (m, 1H), 5.20 (s, 2H), 7.01 (d, 1H), 7.22 (d, 1H), 7.29 (d, 1H), 7.35 (dd, 1H), 7.55 (m, 2H), 7.58 (dd, 1H), 7.69 (t, 1H), 7.85 (td, 1H), 8.23 (t, 1H), 8.45 (s, 1H), 8.58 (d... Starting materials: C(CC1=CC=CC=C1)N (phenethylamine), OC1=CC=C(C=O)C=C1 (4-hydroxybenzaldehyde), [BH4-].[Na+] (NaBH4). Run in CO (methanol). Run at time 17 hour. Yields the product C(CC1=CC=CC=C1)NCC1=CC=C(C=C1)O (4-(Phenethylaminomethyl)phenol). As a reaction SMILES: [OH:1][C:2]1[CH:9]=[CH:8][C:5]([CH:6]=O)=[CH:4][CH:3]=1.[CH2:10]([NH2:18])[CH2:11][C:12]1[CH:17]=[CH:16][CH:15]=[CH:14][CH:13]=1.[BH4-].[Na+]>CO>[CH2:10]([NH:18][CH2:6][C:5]1[CH:8]=[CH:9][C:2]([OH:1])=[CH:3][CH:4]=1)[CH2:11][C:12]1[CH:17]=[CH:16][CH:15]=[CH:14][CH:13]=1 |f:2.3|. Procedure details: Dissolve 4-hydroxybenzaldehyde (1.00 g, 8.12 mmol) in methanol (40.6 mL). Add 3 Å molecular sieves and phenethylamine (1.02 mL, 8.12 mmol). Stir at room temperature for 17 hours. Add NaBH4 (0.341 g, 9.01 mmol). After five hours, filter and concentrate. Purify by 10 g SCX column washing with methanol and eluting with 2.0 M NH3 in methanol to give the title compound as an off white solid: HRMS calcd for C15H18NO 228.1388 (M+H)+, found 228.1387, time 0.74 min, MS TOF ES+ 228.1 (M+H)+; HPLC [YMC-Pac...